This data is from the Open Reaction Database (ORD), a public repository of structured organic reaction records. The task is: describe an organic reaction: reactants, conditions, products, and yield The reactants are BrC=1C=C2C[C@H](CC2=CC1)N ((S)-5-Bromo-indan-2-ylamine), ClC(=O)OCC1=CC=CC=C1 (benzyl chloroformate). The solvent is ClCCl (dichloromethane). Conditions: temperature 0 celsius, time 0.5 hour. Product: C(C1=CC=CC=C1)OC(N[C@H]1CC2=CC=C(C=C2C1)Br)=O ((S)-(5-Bromo-indan-2-yl)-carbamic acid benzyl ester). RXN SMILES: [Br:1][C:2]1[CH:3]=[C:4]2[C:8](=[CH:9][CH:10]=1)[CH2:7][C@H:6]([NH2:11])[CH2:5]2.Cl[C:13]([O:15][CH2:16][C:17]1[CH:22]=[CH:21][CH:20]=[CH:19][CH:18]=1)=[O:14]>ClCCl>[CH2:16]([O:15][C:13](=[O:14])[NH:11][C@@H:6]1[CH2:5][C:4]2[C:8](=[CH:9][CH:10]=[C:2]([Br:1])[CH:3]=2)[CH2:7]1)[C:17]1[CH:22]=[CH:21][CH:20]=[CH:19][CH:18]=1. Reported procedure: (S)-5-Bromo-indan-2-ylamine (1.0 g) suspended in dichloromethane (10 ml) is cooled to 0° C. and benzyl chloroformate (0.74 ml) is added dropwise and the reaction mixture is stirred for 0.5 hour. The solution is filtered to give (S)-(5-Bromo-indan-2-yl)-carbamic acid benzyl ester. PdCl2(dppf)2 (59 mg) is placed in a dry flask under argon and isobutyl zinc bromide (50 ml, 0.5 M solution in THF) is added. (5-Bromo-indan-2-yl)-carbamic acid benzyl ester (2.50 g) is dissolved in dry THF (2 ml) and th... The reactants are NC=1C(=NNC1)C1=NC=2C(=CC=3C(C(N(C3C2)CC)=O)(C)C)N1 (2-(4-amino-1H-pyrazol-3-yl)-5-ethyl-7,7-dimethyl-5,7-dihydro-1H-imidazo[4,5-f]indol-6-one), N1=C(C=CC=C1)C(=O)O (picolinic acid). Yields the product C(C)N1C(C(C=2C=C3C(=CC12)N=C(N3)C3=NNC=C3NC(=O)C3=NC=CC=C3)(C)C)=O (Pyridine-2-carboxylic acid[3-(5-ethyl-7,7-dimethyl-6-oxo-1,5,6,7-tetrahydro-imidazo[4,5-f]indol-2-yl)-1H-pyrazol-4-yl]-amide), powder. Yield: 36.0%. RXN SMILES: [NH2:1][C:2]1[C:3]([C:7]2[NH:23][C:10]3=[CH:11][C:12]4[C:13]([CH3:22])([CH3:21])[C:14](=[O:20])[N:15]([CH2:18][CH3:19])[C:16]=4[CH:17]=[C:9]3[N:8]=2)=[N:4][NH:5][CH:6]=1.[N:24]1[CH:29]=[CH:28][CH:27]=[CH:26][C:25]=1[C:30](O)=[O:31]>>[CH2:18]([N:15]1[C:16]2[CH:17]=[C:9]3[N:8]=[C:7]([C:3]4[C:2]([NH:1][C:30]([C:25]5[CH:26]=[CH:27][CH:28]=[CH:29][N:24]=5)=[O:31])=[CH:6][NH:5][N:4]=4)[NH:23][C:10]3=[CH:11][C:12]=2[C:13]([CH3:22])([CH3:21])[C:14]1=[O:20])[CH3:19]. Procedure details: Pyridine-2-carboxylic acid[3-(5-ethyl-7,7-dimethyl-6-oxo-1,5,6,7-tetrahydro-imidazo[4,5-f]indol-2-yl)-1H-pyrazol-4-yl]-amide was prepared using 2-(4-amino-1H-pyrazol-3-yl)-5-ethyl-7,7-dimethyl-5,7-dihydro-1H-imidazo[4,5-f]indol-6-one (250 mg, 0.81 mmol) and picolinic acid (109 mg, 0.89 mmol). The title compound was obtained as orange powder (121 mg, 36%). Starting materials: CCNCC, C#CCO, [Cu]I, Clc1ccc(I)cc1, Cl[Pd]Cl, c1ccc(P(c2ccccc2)c2ccccc2)cc1, c1ccc(P(c2ccccc2)c2ccccc2)cc1. Yields the product OCC#Cc1ccc(Cl)cc1. As a reaction SMILES: [CH2:56]([NH:57][CH2:58][CH3:59])[CH3:60].[CH2:9]([C:10]#[CH:11])[OH:12].[Cu:54][I:55].[I:1][c:2]1[cH:3][cH:4][c:5]([Cl:8])[cH:6][cH:7]1.[Pd:13]([Cl:14])[Cl:15].[c:16]1([P:17]([c:18]2[cH:19][cH:20][cH:21][cH:22][cH:23]2)[c:24]2[cH:25][cH:26][cH:27][cH:28][cH:29]2)[cH:30][cH:31][cH:32][cH:33][cH:34]1.[c:35]1([P:36]([c:37]2[cH:38][cH:39][cH:40][cH:41][cH:42]2)[c:43]2[cH:44][cH:45][cH:46][cH:47][cH:48]2)[cH:49][cH:50][cH:51][cH:52][cH:53]1>>[c:2]1([C:11]#[C:10][CH2:9][OH:12])[cH:3][cH:4][c:5]([Cl:8])[cH:6][cH:7]1. Reactants: O=C([O-])[O-], C1COCCN1, COC(=O)c1ccc2c(c1F)NC(c1cccc(Br)c1)C(C)(C)C2, CN(C)CC(=O)O, CS(C)=O, Cl, [Cu]I, [K+], [K+]. Yields the product COC(=O)c1ccc2c(c1F)NC(c1cccc(N3CCOCC3)c1)C(C)(C)C2. As a reaction SMILES: [C:39](=[O:40])([O-:41])[O-:42].[CH2:25]1[CH2:26][O:27][CH2:28][CH2:29][NH:30]1.[CH3:1][O:2][C:3](=[O:4])[c:5]1[cH:6][cH:7][c:8]2[c:13]([c:14]1[F:15])[NH:12][CH:11]([c:16]1[cH:17][c:18]([Br:22])[cH:19][cH:20][cH:21]1)[C:10]([CH3:23])([CH3:24])[CH2:9]2.[CH3:32][N:33]([CH3:34])[CH2:35][C:36]([OH:37])=[O:38].[CH3:45][S:46](=[O:47])[CH3:48].[ClH:31].[Cu:49][I:50].[K+:43].[K+:44]>>[CH3:1][O:2][C:3](=[O:4])[c:5]1[cH:6][cH:7][c:8]2[c:13]([c:14]1[F:15])[NH:12][CH:11]([c:16]1[cH:17][c:18]([N:30]3[CH2:25][CH2:26][O:27][CH2:28][CH2:29]3)[cH:19][cH:20][cH:21]1)[C:10]([CH3:23])([CH3:24])[CH2:9]2.